This data is from the Open Reaction Database (ORD), a public repository of structured organic reaction records. The task is: describe an organic reaction: reactants, conditions, products, and yield Reactants: O=C([O-])O, CCOC(C)=O, CN(C)C=O, O=C(Cl)C(=O)Cl, Cl, NC(Cc1ccc(C(F)(F)F)cc1)C(O)c1ccc(F)cc1, [Na+], C1CCOC1, O, O=C(O)c1ccnc2ccccc12. Yields the product O=C(NC(Cc1ccc(C(F)(F)F)cc1)C(O)c1ccc(F)cc1)c1ccnc2ccccc12. Reaction SMILES: [C:43](=[O:44])([O-:45])[OH:46].[CH3:53][CH2:54][O:55][C:56](=[O:57])[CH3:58].[CH3:60][N:61]([CH3:62])[CH:63]=[O:64].[Cl:14][C:15]([C:16]([Cl:17])=[O:18])=[O:19].[ClH:20].[F:21][c:22]1[cH:23][cH:24][c:25]([CH:28]([CH:29]([CH2:30][c:31]2[cH:32][cH:33][c:34]([C:37]([F:38])([F:39])[F:40])[cH:35][cH:36]2)[NH2:41])[OH:42])[cH:26][cH:27]1.[Na+:47].[O:48]1[CH2:49][CH2:50][CH2:51][CH2:52]1.[OH2:59].[n:1]1[cH:2][cH:3][c:4]([C:11](=[O:12])[OH:13])[c:5]2[cH:6][cH:7][cH:8][cH:9][c:10]12>>[n:1]1[cH:2][cH:3][c:4]([C:11](=[O:13])[NH:41][CH:29]([CH:28]([c:25]2[cH:24][cH:23][c:22]([F:21])[cH:27][cH:26]2)[OH:42])[CH2:30][c:31]2[cH:32][cH:33][c:34]([C:37]([F:38])([F:39])[F:40])[cH:35][cH:36]2)[c:5]2[cH:6][cH:7][cH:8][cH:9][c:10]12. RXN SMILES: [BrH:14].[C:19](=[O:20])([OH:21])[O-:22].[CH3:24][C:25]#[N:26].[Cu:28]([Br:29])[Br:30].[Cu:31][Br:32].[N:15]([O-:16])=[O:17].[NH2:1][c:2]1[cH:3][cH:4][c:5]([CH2:10][CH:11]([CH3:12])[CH3:13])[c:6]([C:7]#[N:8])[cH:9]1.[Na+:18].[Na+:23].[OH2:27]>>[c:2]1([Br:14])[cH:3][cH:4][c:5]([CH2:10][CH:11]([CH3:12])[CH3:13])[c:6]([C:7]#[N:8])[cH:9]1. The product is CC(C)Cc1ccc(Br)cc1C#N. The reactants are Br, O=C([O-])O, CC#N, Br[Cu]Br, [Cu]Br, O=N[O-], CC(C)Cc1ccc(N)cc1C#N, [Na+], [Na+], O. Reactants: Cl (hydrochloric acid), NC1=NN(C=2N=C3N(C(C21)=O)CCS3)C (3-Amino-6,7-dihydro-1-methylpyrazolo[3,4-d]thiazolo[3,2-a]pyrimidin-4(1H)-one), N(=O)[O-].[Na+] (sodium nitrite), cuprous chloride, Cl (hydrochloric acid). The solvent is O (water). Reaction conditions: time 30 minute. Yields the product ClC1=NN(C=2N=C3N(C(C21)=O)CCS3)C (3-Chloro-6,7-dihydro-1-methylpyrazolo[3,4-d]thiazolo[3,2-a]pyrimidin-4(1H)-one). The yield is 73.0%. As a reaction SMILES: N[C:2]1[C:10]2[C:9](=[O:11])[N:8]3[CH2:12][CH2:13][S:14][C:7]3=[N:6][C:5]=2[N:4]([CH3:15])[N:3]=1.N([O-])=O.[Na+].[ClH:20]>O>[Cl:20][C:2]1[C:10]2[C:9](=[O:11])[N:8]3[CH2:12][CH2:13][S:14][C:7]3=[N:6][C:5]=2[N:4]([CH3:15])[N:3]=1 |f:1.2|. Procedure: In a mixture of 45 ml of hydrochloric acid and 30 ml of water was dissolved 3.35 g (15.0 mmol) of Compound 13 prepared in Example 10, and 1.05 g (15.2 mmol) of sodium nitrite was added to the solution under ice-cooling, followed by stirring for 30 minutes. Then, a solution of 1.80 g (18.2 mmol) of cuprous chloride in 30 ml of hydrochloric acid was added thereto and the temperature of the mixture was raised slowly to room temperature, followed by stirring for one hour. The precipitated crystals w... The reactants are [N+](=O)([O-])C1=C(C=CC=C1)CC(C1=CC=C(C=C1)OC)C(C(=O)OC)C(=O)OC ([2-(2-nitrophenyl)-1-(4-methoxyphenyl)ethyl]propanedioic acid, dimethyl ester), [H-].[Na+] (sodium hydride), Cl (hydrochloric acid), IC (Iodomethane). The solvent is CN(C=O)C (dimethylformamide), C(C)(=O)OCC (Ethyl acetate). Run at temperature 0 celsius, time 5 minute. The product is CC(C(=O)OC)(C(=O)OC)C(CC1=C(C=CC=C1)[N+](=O)[O-])C1=CC=C(C=C1)OC (α-Methyl-[2-(2-nitrophenyl)-1-(4-methoxyphenyl)-ethyl]propanedioic acid, dimethyl ester). As a reaction SMILES: [N+:1]([C:4]1[CH:9]=[CH:8][CH:7]=[CH:6][C:5]=1[CH2:10][CH:11]([CH:20]([C:25]([O:27][CH3:28])=[O:26])[C:21]([O:23][CH3:24])=[O:22])[C:12]1[CH:17]=[CH:16][C:15]([O:18][CH3:19])=[CH:14][CH:13]=1)([O-:3])=[O:2].[H-].[Na+].I[CH3:32].Cl>CN(C)C=O.C(OCC)(=O)C>[CH3:32][C:20]([CH:11]([C:12]1[CH:17]=[CH:16][C:15]([O:18][CH3:19])=[CH:14][CH:13]=1)[CH2:10][C:5]1[CH:6]=[CH:7][CH:8]=[CH:9][C:4]=1[N+:1]([O-:3])=[O:2])([C:25]([O:27][CH3:28])=[O:26])[C:21]([O:23][CH3:24])=[O:22] |f:1.2|. Procedure: To a solution of [2-(2-nitrophenyl)-1-(4-methoxyphenyl)ethyl]propanedioic acid, dimethyl ester (4.0 g, 10.33 mmol) in 19 ml of dimethylformamide (0° C., argon) was added sodium hydride dispersion (0.5 g, 12.40 mmol). Stirring at 0° C. was continued for 5 minutes. Iodomethane was added (3.21 ml, 51.63 mmol) and the reaction was carried out at room temperature for 2 hours, 15 minutes. Ethyl acetate and 1M hydrochloric acid were added, the aqueous layer was washed with ethyl acetate, the combined e...